This data is from the Open Reaction Database (ORD), a public repository of structured organic reaction records. The task is: describe an organic reaction: reactants, conditions, products, and yield Reactants: CC(C)(C)OC(=O)N1CC(N2CCCC2=O)C1, ClCCl, O=C(O)C(F)(F)F. Product: O=C1CCCN1C1CNC1. As a reaction SMILES: [C:1]([O:2][C:3](=[O:4])[N:8]1[CH2:9][CH:10]([N:12]2[C:13](=[O:17])[CH2:14][CH2:15][CH2:16]2)[CH2:11]1)([CH3:5])([CH3:6])[CH3:7].[Cl:25][CH2:26][Cl:27].[F:18][C:19]([F:20])([F:21])[C:22]([OH:23])=[O:24]>>[NH:8]1[CH2:9][CH:10]([N:12]2[C:13](=[O:17])[CH2:14][CH2:15][CH2:16]2)[CH2:11]1. Starting materials: CCc1cc(OCc2ccc(-c3ccccc3-c3nnn(C(c4ccccc4)(c4ccccc4)c4ccccc4)n3)cc2)c2nc(OC)ccc2n1, CO, Cl. Product: CCc1cc(OCc2ccc(-c3ccccc3-c3nnn[nH]3)cc2)c2nc(OC)ccc2n1, Cl. Reaction SMILES: [CH2:2]([CH3:3])[c:4]1[n:5][c:6]2[cH:7][cH:8][c:9]([O:52][CH3:53])[n:10][c:11]2[c:12]([O:14][CH2:15][c:16]2[cH:17][cH:18][c:19](-[c:22]3[c:23](-[c:28]4[n:29][n:30][n:31]([C:33]([c:34]5[cH:35][cH:36][cH:37][cH:38][cH:39]5)([c:40]5[cH:41][cH:42][cH:43][cH:44][cH:45]5)[c:46]5[cH:47][cH:48][cH:49][cH:50][cH:51]5)[n:32]4)[cH:24][cH:25][cH:26][cH:27]3)[cH:20][cH:21]2)[cH:13]1.[CH3:54][OH:55].[ClH:1]>>[CH2:2]([CH3:3])[c:4]1[n:5][c:6]2[cH:7][cH:8][c:9]([O:52][CH3:53])[n:10][c:11]2[c:12]([O:14][CH2:15][c:16]2[cH:17][cH:18][c:19](-[c:22]3[c:23](-[c:28]4[nH:29][n:30][n:31][n:32]4)[cH:24][cH:25][cH:26][cH:27]3)[cH:20][cH:21]2)[cH:13]1.[ClH:1]. The reactants are N1CCNCCNCCNCCNCCNCC1 (1,4,7,10,13,16-hexaazacyclooctadecane), C(C1=CC=CC=C1)OC(=O)NCC(=O)O (benzyloxycarbonyl-glycine), C(C)OC1N(C2=CC=CC=C2C=C1)C(=O)OCC (2-ethoxy-1-ethoxycarbonyl-1,2-dihydroquinoline). Solvent: O1CCCC1 (tetrahydrofuran), C1(=CC=CC=C1)C (toluene), C1(=CC=CC=C1)C (toluene). Reaction conditions: time 8 hour. The product is C(C1=CC=CC=C1)OC(=O)NCC(=O)N1CCN(CCN(CCN(CCN(CCN(CC1)C(CNC(=O)OCC1=CC=CC=C1)=O)C(CNC(=O)OCC1=CC=CC=C1)=O)C(CNC(=O)OCC1=CC=CC=C1)=O)C(CNC(=O)OCC1=CC=CC=C1)=O)C(CNC(=O)OCC1=CC=CC=C1)=O (1,4,7,10,13,16-Hexakis[benzyloxycarbonylglycyl]-1,4,7,10,13,16-hexaazacyclooctadecane). RXN SMILES: [NH:1]1[CH2:18][CH2:17][NH:16][CH2:15][CH2:14][NH:13][CH2:12][CH2:11][NH:10][CH2:9][CH2:8][NH:7][CH2:6][CH2:5][NH:4][CH2:3][CH2:2]1.[CH2:19]([O:26][C:27]([NH:29][CH2:30][C:31]([OH:33])=O)=[O:28])[C:20]1[CH:25]=[CH:24][CH:23]=[CH:22][CH:21]=1.C(OC1C=[CH:45][C:44]2[C:39](=[CH:40][CH:41]=[CH:42][CH:43]=2)N1C(OCC)=O)C>O1CCCC1.C1(C)C=CC=CC=1>[CH2:19]([O:26][C:27]([NH:29][CH2:30][C:31]([N:1]1[CH2:18][CH2:17][N:16]([C:31](=[O:33])[CH2:30][NH:29][C:27]([O:26][CH2:19][C:20]2[CH:25]=[CH:24][CH:23]=[CH:22][CH:21]=2)=[O:28])[CH2:15][CH2:14][N:13]([C:31](=[O:33])[CH2:30][NH:29][C:27]([O:26][CH2:19][C:20]2[CH:25]=[CH:24][CH:23]=[CH:22][CH:21]=2)=[O:28])[CH2:12][CH2:11][N:10]([C:31](=[O:33])[CH2:30][NH:29][C:27]([O:26][CH2:19][C:20]2[CH:25]=[CH:24][CH:23]=[CH:22][CH:21]=2)=[O:28])[CH2:9][CH2:8][N:7]([C:31](=[O:33])[CH2:30][NH:29][C:27]([O:28][CH2:45][C:44]2[CH:39]=[CH:40][CH:41]=[CH:42][CH:43]=2)=[O:26])[CH2:6][CH2:5][N:4]([C:31](=[O:33])[CH2:30][NH:29][C:27]([O:26][CH2:19][C:20]2[CH:21]=[CH:22][CH:23]=[CH:24][CH:25]=2)=[O:28])[CH2:3][CH2:2]1)=[O:33])=[O:28])[C:20]1[CH:25]=[CH:24][CH:23]=[CH:22][CH:21]=1. Procedure: 516 mg (2 mmol) of 1,4,7,10,13,16-hexaazacyclooctadecane (hexacyclene; Fluka) is azeotropically dehydrated with toluene. A solution of 3.14 g (15 mmol) of benzyloxycarbonyl-glycine (Fluka) in tetrahydrofuran (THF) as well as 3.71 g (15 mmol) of 2-ethoxy-1-ethoxycarbonyl-1,2-dihydroquinoline (EEDQ; Fluka) are added to the cooled solution of hexacyclene in toluene at room temperature and stirred overnight. After completion of the reaction, the product is precipitated by adding hexane, and the prec... Reactants: BrC1=NC=C(C(=O)O)C=C1 (6-Bromonicotinic acid), S(=O)(Cl)Cl (thionyl chloride), C1(CC1)CN (cyclopropylmethylamine), C([O-])([O-])=O.[Na+].[Na+] (sodium carbonate). Reaction conditions: time 4 hour. Yields the product ClC1=NC=C(C(=O)NCC2CC2)C=C1 (6-chloro-N-cyclopropylmethylnicotinamide). As a reaction SMILES: Br[C:2]1[CH:10]=[CH:9][C:5]([C:6]([OH:8])=O)=[CH:4][N:3]=1.[CH:11]1([CH2:14][NH2:15])[CH2:13][CH2:12]1.C(=O)([O-])[O-].[Na+].[Na+].S(Cl)([Cl:24])=O>>[Cl:24][C:2]1[CH:10]=[CH:9][C:5]([C:6]([NH:15][CH2:14][CH:11]2[CH2:13][CH2:12]2)=[O:8])=[CH:4][N:3]=1 |f:2.3.4|. Procedure details: 6-Bromonicotinic acid (200 mg, 0.99 mmol) was heated at reflux in thionyl chloride (2 ml) for 2.5 hrs. The reaction was allowed to cool to room temperature and the excess thionyl chloride evaporated under vacuum. The residue was dissolved in acetone (4 ml), cyclopropylmethylamine (71 mg, 0.10 mmol) and sodium carbonate (500 mg) were added to the solution. The reaction was stirred at room temperature for 4 hrs, filtered and the filtrate reduced to dryness under vacuum to give 6-chloro-N-cycloprop... The reactants are COC(=O)c1cc(Cl)ccc1NC(=O)CSCC(=O)O, Cc1ccc(-c2ccoc2)cc1N. Yields the product COC(=O)c1cc(Cl)ccc1NC(=O)CSCC(=O)Nc1cc(-c2ccoc2)ccc1C. Reaction SMILES: [Cl:14][c:15]1[cH:16][c:17]([C:30](=[O:31])[O:32][CH3:33])[c:18]([NH:21][C:22]([CH2:23][S:24][CH2:25][C:26](=[O:27])[OH:28])=[O:29])[cH:19][cH:20]1.[o:1]1[cH:2][c:3](-[c:6]2[cH:7][cH:8][c:9]([CH3:13])[c:10]([NH2:11])[cH:12]2)[cH:4][cH:5]1>>[o:1]1[cH:2][c:3](-[c:6]2[cH:7][cH:8][c:9]([CH3:13])[c:10]([NH:11][C:26]([CH2:25][S:24][CH2:23][C:22]([NH:21][c:18]3[c:17]([C:30](=[O:31])[O:32][CH3:33])[cH:16][c:15]([Cl:14])[cH:20][cH:19]3)=[O:29])=[O:27])[cH:12]2)[cH:4][cH:5]1.